The task is: describe an organic reaction: reactants, conditions, products, and yield. This data is from the Open Reaction Database (ORD), a public repository of structured organic reaction records. Starting materials: ClCCl, Cc1ccn2ncnc(Oc3ccc(N)cc3F)c12, O=C(Cl)c1cccn(-c2ccc(F)cc2)c1=O, c1ccncc1. Yields the product Cc1ccn2ncnc(Oc3ccc(NC(=O)c4cccn(-c5ccc(F)cc5)c4=O)cc3F)c12. Reaction SMILES: [Cl:37][CH2:38][Cl:39].[F:1][c:2]1[cH:3][c:4]([NH2:19])[cH:5][cH:6][c:7]1[O:8][c:9]1[n:10][cH:11][n:12][n:13]2[c:14]1[c:15]([CH3:18])[cH:16][cH:17]2.[F:20][c:21]1[cH:22][cH:23][c:24](-[n:27]2[c:28](=[O:36])[c:29]([C:33](=[O:34])[Cl:35])[cH:30][cH:31][cH:32]2)[cH:25][cH:26]1.[cH:40]1[cH:41][cH:42][n:43][cH:44][cH:45]1>>[F:1][c:2]1[cH:3][c:4]([NH:19][C:33]([c:29]2[c:28](=[O:36])[n:27](-[c:24]3[cH:23][cH:22][c:21]([F:20])[cH:26][cH:25]3)[cH:32][cH:31][cH:30]2)=[O:34])[cH:5][cH:6][c:7]1[O:8][c:9]1[n:10][cH:11][n:12][n:13]2[c:14]1[c:15]([CH3:18])[cH:16][cH:17]2.